From a dataset of the Open Reaction Database (ORD), a public repository of structured organic reaction records. describe an organic reaction: reactants, conditions, products, and yield The reactants are ClC1=CC=C(C=C1)C1=NC(=NC(=C1)C(F)(F)F)N1C=NC(=C1)I (4-(4-Chloro-phenyl)-2-(4-iodo-imidazol-1-yl)-6-trifluoromethyl-pyrimidine), C(C)(C)(C)NS(=O)(=O)C=1C=C(C=CC1)B(O)O (3-(tert.-butylsulfamoyl)-phenylboronic acid). The product is C(C)(C)(C)NS(=O)(=O)C1=CC(=CC=C1)C=1N=CN(C1)C1=NC(=CC(=N1)C(F)(F)F)C1=CC=C(C=C1)Cl (N-tert-Butyl-3-{1-[6-(4-chloro-phenyl)-4-trifluoromethyl-pyrimidin-2-yl]-1H-imidazol-4-yl}-benzenesulfonamide), solid. Reported procedure: N-tert-Butyl-3-{1-[6-(4-chloro-phenyl)-4-trifluoromethyl-pyrimidin-2-yl]-1H-imidazol-4-yl}-benzenesulfonamide was prepared from 4-(4-chloro-phenyl)-2-(4-iodo-imidazol-1-yl)-6-trifluoromethyl-pyrimidine (example E.70) (0.68 g, 1.5 mmol) and commercially available 3-(tert.-butylsulfamoyl)-phenylboronic acid (0.46 g, 1.8 mmol) according to the general procedure VI. Obtained as a light yellow solid (0.34 g) which was subsequently deprotected. RXN SMILES: [Cl:1][C:2]1[CH:7]=[CH:6][C:5]([C:8]2[CH:13]=[C:12]([C:14]([F:17])([F:16])[F:15])[N:11]=[C:10]([N:18]3[CH:22]=[C:21](I)[N:20]=[CH:19]3)[N:9]=2)=[CH:4][CH:3]=1.[C:24]([NH:28][S:29]([C:32]1[CH:33]=[C:34](B(O)O)[CH:35]=[CH:36][CH:37]=1)(=[O:31])=[O:30])([CH3:27])([CH3:26])[CH3:25]>>[C:24]([NH:28][S:29]([C:32]1[CH:33]=[CH:34][CH:35]=[C:36]([C:21]2[N:20]=[CH:19][N:18]([C:10]3[N:11]=[C:12]([C:14]([F:17])([F:16])[F:15])[CH:13]=[C:8]([C:5]4[CH:6]=[CH:7][C:2]([Cl:1])=[CH:3][CH:4]=4)[N:9]=3)[CH:22]=2)[CH:37]=1)(=[O:31])=[O:30])([CH3:27])([CH3:25])[CH3:26]. The product is O=C(O)c1cn(-c2cccc(-c3c(F)ccnc3F)c2)cn1. Reactants: CCOC(=O)c1cn(-c2cccc(-c3c(F)ccnc3F)c2)cn1, CCO, [K+], [OH-]. RXN SMILES: [CH2:1]([CH3:2])[O:3][C:4](=[O:5])[c:6]1[n:7][cH:8][n:9](-[c:11]2[cH:12][c:13](-[c:17]3[c:18]([F:24])[n:19][cH:20][cH:21][c:22]3[F:23])[cH:14][cH:15][cH:16]2)[cH:10]1.[CH3:27][CH2:28][OH:29].[K+:26].[OH-:25]>>[O:3]=[C:4]([OH:5])[c:6]1[n:7][cH:8][n:9](-[c:11]2[cH:12][c:13](-[c:17]3[c:18]([F:24])[n:19][cH:20][cH:21][c:22]3[F:23])[cH:14][cH:15][cH:16]2)[cH:10]1. The reactants are C(C)(C)(C)OC(=O)OC1=CC=C(C=O)C=C1 (p-t-butoxycarbonyloxybenzaldehyde), O (water), [Br-] (bromide), CC(C)([O-])C.[K+] (potassium t-butoxide). Run in C1CCOC1 (THF), C1CCOC1 (THF). Conditions: time 10 minute. The product is C(C)(C)(C)OC(=O)OC1=CC=C(C=C)C=C1 (p-t-butoxycarbonyloxystyrene). Yield: 79.0%. Reaction SMILES: [Br-].[CH3:2]C(C)([O-])C.[K+].[C:8]([O:12][C:13]([O:15][C:16]1[CH:23]=[CH:22][C:19]([CH:20]=O)=[CH:18][CH:17]=1)=[O:14])([CH3:11])([CH3:10])[CH3:9].O>C1COCC1>[C:8]([O:12][C:13]([O:15][C:16]1[CH:23]=[CH:22][C:19]([CH:20]=[CH2:2])=[CH:18][CH:17]=1)=[O:14])([CH3:11])([CH3:10])[CH3:9] |f:1.2|. Procedure: A suspension of 34.1 g of methylriphenylphosphonium bromide in 400 mL of dry THF was treated with 10.7 g of potassium t-butoxide under a nitrogen atmosphere. After stirring for 10 min at room temperature, the yellow solution was treated with a solution of 21.2 g of p-t-butoxycarbonyloxybenzaldehyde in 100 mL of dry THF. After stirring for one hour, the mixture was poured into cold water and extracted with ethyl acetate. The organic phase was washed, dried over magnesium sulfate and concentrated.... Starting materials: CN(C)C(=O)C1CCCN(c2nc3cc(C(=O)Nc4nc(C(C)(C)C)cs4)ccn3c(=O)c2C=O)C1, [Cl-], COC(=O)CP(=O)(OCC(F)(F)F)OCC(F)(F)F, [Li+], C1CCC2=NCCCN2CC1, C1CCOC1. Product: COC(=O)C=Cc1c(N2CCCC(C(=O)N(C)C)C2)nc2cc(C(=O)Nc3nc(C(C)(C)C)cs3)ccn2c1=O. RXN SMILES: [C:1]([CH3:2])([CH3:3])([CH3:4])[c:5]1[n:6][c:7]([NH:10][C:11](=[O:12])[c:13]2[cH:14][c:15]3[n:16]([c:17](=[O:34])[c:18]([CH:32]=[O:33])[c:19]([N:21]4[CH2:22][CH:23]([C:27](=[O:28])[N:29]([CH3:30])[CH3:31])[CH2:24][CH2:25][CH2:26]4)[n:20]3)[cH:35][cH:36]2)[s:8][cH:9]1.[Cl-:38].[F:39][C:40]([F:41])([F:42])[CH2:43][O:44][P:45](=[O:46])([O:47][CH2:48][C:49]([F:50])([F:56])[F:57])[CH2:51][C:52](=[O:53])[O:54][CH3:55].[Li+:37].[N:58]12[CH2:59][CH2:60][CH2:61][N:62]=[C:63]1[CH2:64][CH2:65][CH2:66][CH2:67][CH2:68]2.[O:69]1[CH2:70][CH2:71][CH2:72][CH2:73]1>>[C:1]([CH3:2])([CH3:3])([CH3:4])[c:5]1[n:6][c:7]([NH:10][C:11](=[O:12])[c:13]2[cH:14][c:15]3[n:16]([c:17](=[O:34])[c:18]([CH:32]=[CH:51][C:52](=[O:53])[O:54][CH3:55])[c:19]([N:21]4[CH2:22][CH:23]([C:27](=[O:28])[N:29]([CH3:30])[CH3:31])[CH2:24][CH2:25][CH2:26]4)[n:20]3)[cH:35][cH:36]2)[s:8][cH:9]1. Reactants: O=C1OC2(CN3CCC2CC3)CN1c1cc(Br)cs1, OB(O)c1ccncc1. The product is O=C1OC2(CN3CCC2CC3)CN1c1cc(-c2ccncc2)cs1. Reaction SMILES: [Br:1][c:2]1[cH:3][c:4]([N:7]2[C:8](=[O:19])[O:9][C:10]3([CH2:11][N:12]4[CH2:13][CH2:14][CH:15]3[CH2:16][CH2:17]4)[CH2:18]2)[s:5][cH:6]1.[n:20]1[cH:21][cH:22][c:23]([B:26]([OH:27])[OH:28])[cH:24][cH:25]1>>[c:2]1(-[c:23]2[cH:22][cH:21][n:20][cH:25][cH:24]2)[cH:3][c:4]([N:7]2[C:8](=[O:19])[O:9][C:10]3([CH2:11][N:12]4[CH2:13][CH2:14][CH:15]3[CH2:16][CH2:17]4)[CH2:18]2)[s:5][cH:6]1.